Dataset: the Open Reaction Database (ORD), a public repository of structured organic reaction records. Task: describe an organic reaction: reactants, conditions, products, and yield Starting materials: [Li+].[OH-] (LiOH), C(C)OC(CC=1C=NC=C(C1)C1=C(C=C(C=C1)F)CN(CC)C(=O)C1CC1)=O ((5-{2-[(N-Cyclopropanecarbonyl-N-ethyl-amino)-methyl]-4-fluoro-phenyl}-pyridin-3-yl)-acetic acid ethyl ester), CO (MeOH). The product is C1(CC1)C(=O)N(CC)CC1=C(C=CC(=C1)F)C=1C=C(C=NC1)CC(=O)O ((5-{2-[(N-Cyclopropanecarbonyl-N-ethyl-amino)-methyl]-4-fluoro-phenyl}-pyridin-3-yl)-acetic acid). Reported procedure: (5-{2-[(N-Cyclopropanecarbonyl-N-ethyl-amino)-methyl]-4-fluoro-phenyl}-pyridin-3-yl)-acetic acid ethyl ester (0.202 g, 0.53 mmol) was dissolved in THF (5.25 mL) and treated with 1N aqueous LiOH (2.63 mL, 2.63 mmol) and a small amount of MeOH. The reaction was stirred at 35° C. for 30 minutes. The mixture was concentrated, and the residue was diluted with H2O and washed with EtOAc. The aqueous layer was acidified with 1N aqueous HCl to pH 6 and extracted with EtOAc, and the combined organic layer... Run in C1CCOC1 (THF). Reaction SMILES: C([O:3][C:4](=[O:28])[CH2:5][C:6]1[CH:7]=[N:8][CH:9]=[C:10]([C:12]2[CH:17]=[CH:16][C:15]([F:18])=[CH:14][C:13]=2[CH2:19][N:20]([C:23]([CH:25]2[CH2:27][CH2:26]2)=[O:24])[CH2:21][CH3:22])[CH:11]=1)C.[Li+].[OH-].CO>C1COCC1>[CH:25]1([C:23]([N:20]([CH2:19][C:13]2[CH:14]=[C:15]([F:18])[CH:16]=[CH:17][C:12]=2[C:10]2[CH:11]=[C:6]([CH2:5][C:4]([OH:28])=[O:3])[CH:7]=[N:8][CH:9]=2)[CH2:21][CH3:22])=[O:24])[CH2:27][CH2:26]1 |f:1.2|. Reaction conditions: temperature 35 celsius, time 30 minute. The reactants are BrC1=C2C=CC(=NC2=CC=C1)N1CCNCC1 (5-Bromo-2-piperazinylquinoline), [N+](=O)(O)[O-] (HNO3). Solvent: [OH-].[Na+] (NaOH), OS(=O)(=O)O (H2SO4). Run at time 15 minute. Yields the product BrC1=C2C=CC(=NC2=CC=C1[N+](=O)[O-])N1CCNCC1 (5-Bromo-6-nitro-2-piperazinylquinoline). Isolated yield 70.0%. Reaction SMILES: [Br:1][C:2]1[CH:11]=[CH:10][CH:9]=[C:8]2[C:3]=1[CH:4]=[CH:5][C:6]([N:12]1[CH2:17][CH2:16][NH:15][CH2:14][CH2:13]1)=[N:7]2.[N+:18]([O-])([OH:20])=[O:19]>OS(O)(=O)=O.[OH-].[Na+]>[Br:1][C:2]1[C:11]([N+:18]([O-:20])=[O:19])=[CH:10][CH:9]=[C:8]2[C:3]=1[CH:4]=[CH:5][C:6]([N:12]1[CH2:13][CH2:14][NH:15][CH2:16][CH2:17]1)=[N:7]2 |f:3.4|. Procedure: To a -10° C. solution of 10 (300 mg, 1.03 mmol) in H2SO4 (10 ml) was added dropwise HNO3 (0.25 ml). The mixture was stirred 15 min. at -10° -0° C., poured onto ice, and diluted with 1M NaOH until basic. The mixture was then extracted with CH2Cl2 (3×), and the combined organic layers were dried (MgSO4). Concentration yielded 2a (240 mg, 70%) as a yellowish solid which was utilized in the next step without further purification. (m.p.>230° C., dec. ). 1H NMR d (ppm): 1.79 s (NH), 3.00 dd (CH2), 3.8... Reaction conditions: time 8 hour. Starting materials: N[C@H]1[C@@H](O[C@@H]([C@H]1O)CO)N1C(=O)NC(=O)C=C1 (2'-amino,2'-deoxyuridine), FC(C(=O)SCC)(F)F (S-ethyl trifluorothioacetate). The solvent is CO (methanol). Procedure details: To a suspension of 2'-amino,2'-deoxyuridine (2.0 g, 8.22 mmoles) in methanol (150 ml) was added S-ethyl trifluorothioacetate (1.6 ml, 12.48 mmoles, 1.5 eq.). This mixture was stirred at room temperature overnight. Nitrogen was bubbled through the reaction mixture for 2 h to remove volatile thio-byproducts. The mixture was evaporated to dryness and the solid was recrystallized from methanol/chloroform to yield 2.3 g (82%) of 2'-trifluoroacetylamino, 2'-deoxyuridine. The analytical data agreed wit... Yields the product [C@@H]1(C[C@H](O)[C@@H](CO)O1)N1C(=O)NC(=O)C=C1 (2'-deoxyuridine). RXN SMILES: N[C@@H:2]1[C@H:6]([OH:7])[C@@H:5]([CH2:8][OH:9])[O:4][C@H:3]1[N:10]1[CH:17]=[CH:16][C:14](=[O:15])[NH:13][C:11]1=[O:12].FC(F)(F)C(SCC)=O>CO>[C@@H:3]1([N:10]2[CH:17]=[CH:16][C:14](=[O:15])[NH:13][C:11]2=[O:12])[O:4][C@H:5]([CH2:8][OH:9])[C@@H:6]([OH:7])[CH2:2]1. The reactants are CCI, C1CCOC1, C1CCCCC1, Cc1cccc2c1C(=O)NS2(=O)=O, [Li]C(C)CC. Product: CCCc1cccc2c1C(=O)NS2(=O)=O. RXN SMILES: [CH2:19]([I:20])[CH3:21].[CH2:22]1[O:23][CH2:24][CH2:25][CH2:26]1.[CH2:27]1[CH2:28][CH2:29][CH2:30][CH2:31][CH2:32]1.[CH3:1][c:2]1[c:3]2[c:9]([cH:10][cH:11][cH:12]1)[S:6](=[O:7])(=[O:8])[NH:5][C:4]2=[O:13].[CH:14]([CH3:15])([Li:16])[CH2:17][CH3:18]>>[CH2:1]([c:2]1[c:3]2[c:9]([cH:10][cH:11][cH:12]1)[S:6](=[O:7])(=[O:8])[NH:5][C:4]2=[O:13])[CH2:14][CH3:15]. The reactants are C(C)(C)C=1C=CC(=C(C1)C1=CC(=CC=C1)C(CC(=O)O)C=1OC(=NN1)C)OC (racemic 3-(5′-Isopropyl-2′-methoxy-biphenyl-3-yl)-3-(5-methyl-[1,3,4]oxadiazol-2-yl)-propionic acid). The solvent is CCCCCCC.CO (heptane methanol). The product is C(C)(C)C=1C=CC(=C(C1)C1=CC(=CC=C1)[C@H](CC(=O)O)C=1OC(=NN1)C)OC ((S)-3-(5′-Isopropyl-2′-methoxy-biphenyl-3-yl)-3-(5-methyl-[1,3,4]oxadiazol-2-yl)-propionic acid), C(C)(C)C=1C=CC(=C(C1)C1=CC(=CC=C1)[C@@H](CC(=O)O)C=1OC(=NN1)C)OC ((R)-3-(5′-Isopropyl-2′-methoxy-biphenyl-3-yl)-3-(5-methyl-[1,3,4]oxadiazol-2-yl)-propionic acid). As a reaction SMILES: [CH:1]([C:4]1[CH:5]=[CH:6][C:7]([O:27][CH3:28])=[C:8]([C:10]2[CH:15]=[CH:14][CH:13]=[C:12]([CH:16]([C:21]3[O:22][C:23]([CH3:26])=[N:24][N:25]=3)[CH2:17][C:18]([OH:20])=[O:19])[CH:11]=2)[CH:9]=1)([CH3:3])[CH3:2]>CCCCCCC.CO>[CH:1]([C:4]1[CH:5]=[CH:6][C:7]([O:27][CH3:28])=[C:8]([C:10]2[CH:15]=[CH:14][CH:13]=[C:12]([C@@H:16]([C:21]3[O:22][C:23]([CH3:26])=[N:24][N:25]=3)[CH2:17][C:18]([OH:20])=[O:19])[CH:11]=2)[CH:9]=1)([CH3:3])[CH3:2].[CH:1]([C:4]1[CH:5]=[CH:6][C:7]([O:27][CH3:28])=[C:8]([C:10]2[CH:15]=[CH:14][CH:13]=[C:12]([C@H:16]([C:21]3[O:22][C:23]([CH3:26])=[N:24][N:25]=3)[CH2:17][C:18]([OH:20])=[O:19])[CH:11]=2)[CH:9]=1)([CH3:3])[CH3:2] |f:1.2|. Procedure: The racemic 3-(5′-Isopropyl-2′-methoxy-biphenyl-3-yl)-3-(5-methyl-[1,3,4]oxadiazol-2-yl)-propionic acid is subjected to chromatography on a chiral column using a heptane-methanol gradient to isolate the pure enantiomers (S)-3-(5′-Isopropyl-2′-methoxy-biphenyl-3-yl)-3-(5-methyl-[1,3,4]oxadiazol-2-yl)-propionic acid and (R)-3-(5′-Isopropyl-2′-methoxy-biphenyl-3-yl)-3-(5-methyl-[1,3,4]oxadiazol-2-yl)-propionic acid. The configuration on the chiral carbon atom is arbitrarily assigned (S) to the enan...